Dataset: the Open Reaction Database (ORD), a public repository of structured organic reaction records. Task: describe an organic reaction: reactants, conditions, products, and yield Starting materials: COC1=CC=C(C=C1)[C@H](CC)NCCC1(CCC2(OCC(CO2)(C)C)CC1)O (9-{2-[(S)-1-(4-methoxy-phenyl)-propylamino]-ethyl}-3,3-dimethyl-1,5-dioxa-spiro[5.5]undecan-9-ol), ClC(Cl)(OC(OC(Cl)(Cl)Cl)=O)Cl (triphosgene), crude product, COC1=CC=C(C=C1)[C@H](CC)N1C(OC2(CC1)CCC1(OCC(CO1)(C)C)CC2)=O (3-[(S)-1-(4-methoxy-phenyl)-propyl]-12,12-dimethyl-1,10,14-trioxa-3-aza-dispiro[5.2.5.2]hexadecan-2-one), Intermediate 2, Intermediate 2. Product: COC1=CC=C(C=C1)[C@H](CC)N1C(OC2(CC1)CCC(CC2)=O)=O (3-[(S)-1-(4-Methoxy-phenyl)-propyl]-1-oxa-3-aza-spiro[5.5]undecane-2,9-dione). RXN SMILES: COC1C=CC([C@@H](NCCC2(O)CCC3(OCC(C)(C)CO3)CC2)CC)=CC=1.ClC(Cl)(OC(=O)OC(Cl)(Cl)Cl)Cl.[CH3:41][O:42][C:43]1[CH:48]=[CH:47][C:46]([C@@H:49]([N:52]2[CH2:57][CH2:56][C:55]3([CH2:69][CH2:68][C:60]4(OCC(C)(C)C[O:61]4)[CH2:59][CH2:58]3)[O:54][C:53]2=[O:70])[CH2:50][CH3:51])=[CH:45][CH:44]=1>>[CH3:41][O:42][C:43]1[CH:48]=[CH:47][C:46]([C@@H:49]([N:52]2[CH2:57][CH2:56][C:55]3([CH2:69][CH2:68][C:60](=[O:61])[CH2:59][CH2:58]3)[O:54][C:53]2=[O:70])[CH2:50][CH3:51])=[CH:45][CH:44]=1. Procedure details: The title compound is prepared from 9-{2-[(S)-1-(4-methoxy-phenyl)-propylamino]-ethyl}-3,3-dimethyl-1,5-dioxa-spiro[5.5]undecan-9-ol and triphosgene following a procedure analogous to that described in Step 4 of Intermediate 2; the crude product, a mixture of the title compound and 3-[(S)-1-(4-methoxy-phenyl)-propyl]-12,12-dimethyl-1,10,14-trioxa-3-aza-dispiro[5.2.5.2]hexadecan-2-one, obtained after that is treated as described in Step 10 of Intermediate 2 to convert the intermediate to the titl... Reactants: C[Si](C)(C)Cl (Trimethylsilylchloride), IC=1C=C(C=O)C=CC1 (3-iodobenzaldehyde), C(=O)N (formamide), C=1(C(=CC=CC1)S(=O)O)C (Toluene sulfinic acid). The solvent is COC(C)(C)C (methyl t-butylether), CC#N (MeCN), C1(=CC=CC=C1)C (toluene), O (Water). Run at temperature 50 celsius, time 5 minute. Product: IC=1C=C(C=CC1)C(S(=O)(=O)C1=CC=C(C=C1)C)NC=O ({(3-Iodophenyl)[(4-methylphenyl)sulfonyl]methyl}formamide). The yield is 51.0%. RXN SMILES: [CH3:1][Si](Cl)(C)C.[I:6][C:7]1[CH:8]=[C:9]([CH:12]=[CH:13][CH:14]=1)[CH:10]=O.[CH:15]([NH2:17])=[O:16].[C:18]1(C)[C:19]([S:24]([OH:26])=[O:25])=[CH:20][CH:21]=[CH:22][CH:23]=1>CC#N.C1(C)C=CC=CC=1.O.COC(C)(C)C>[I:6][C:7]1[CH:8]=[C:9]([CH:10]([NH:17][CH:15]=[O:16])[S:24]([C:19]2[CH:18]=[CH:23][C:22]([CH3:1])=[CH:21][CH:20]=2)(=[O:25])=[O:26])[CH:12]=[CH:13][CH:14]=1. Procedure details: Trimethylsilylchloride (9.1 mL) was added to a stirred solution of 3-iodobenzaldehyde (15.1 g) and formamide (6.5 mL) in MeCN (34 mL) and toluene (34 mL) under an inert atmosphere. The reaction was then heated at 50° C. for 5 hours. Toluene sulfinic acid (15.3 g) was added and the reaction mixture was heated at 50° C. for a fisher 5 hours. The reaction mixture was cooled to ambient temperature, methyl t-butylether (55 mL) was added and stirred for 5 minutes. Water (275 mL) was added, the reactio... Starting materials: CC(=O)O, [Fe], O=[N+]([O-])c1cccc2cc(S(=O)(=O)c3ccccc3)cnc12. The product is Nc1cccc2cc(S(=O)(=O)c3ccccc3)cnc12. RXN SMILES: [CH3:23][C:24](=[O:25])[OH:26].[Fe:27].[N+:1]([O-:2])(=[O:3])[c:4]1[cH:5][cH:6][cH:7][c:8]2[cH:9][c:10]([S:14](=[O:15])(=[O:16])[c:17]3[cH:18][cH:19][cH:20][cH:21][cH:22]3)[cH:11][n:12][c:13]12>>[NH2:1][c:4]1[cH:5][cH:6][cH:7][c:8]2[cH:9][c:10]([S:14](=[O:15])(=[O:16])[c:17]3[cH:18][cH:19][cH:20][cH:21][cH:22]3)[cH:11][n:12][c:13]12. Starting materials: COc1cccc(-c2nc(-c3cccnc3)no2)c1, Cl, O, c1ccncc1. Yields the product Oc1cccc(-c2nc(-c3cccnc3)no2)c1. RXN SMILES: [CH3:1][O:2][c:3]1[cH:4][c:5](-[c:9]2[n:10][c:11](-[c:14]3[cH:15][n:16][cH:17][cH:18][cH:19]3)[n:12][o:13]2)[cH:6][cH:7][cH:8]1.[ClH:20].[OH2:27].[n:21]1[cH:22][cH:23][cH:24][cH:25][cH:26]1>>[OH:2][c:3]1[cH:4][c:5](-[c:9]2[n:10][c:11](-[c:14]3[cH:15][n:16][cH:17][cH:18][cH:19]3)[n:12][o:13]2)[cH:6][cH:7][cH:8]1. Starting materials: N1N=NN=C1C=1C=C(N)C=CC1 (3-(1H-tetrazol-5-yl)aniline), C(OC)COC (dimethoxyethane), C(C(=O)Cl)(=O)Cl (Oxalyl chloride), C(OC)COC (dimethoxyethane). Run at time 1 hour. Product: objective product, N1N=NN=C1C=1C=C(NC(C(=O)O)=O)C=CC1 (3-(1H-tetrazol-5-yl)oxanilic acid). The yield is 74.8%. Reaction SMILES: [C:1](Cl)(=[O:5])[C:2](Cl)=[O:3].[NH:7]1[C:11]([C:12]2[CH:13]=[C:14]([CH:16]=[CH:17][CH:18]=2)[NH2:15])=[N:10][N:9]=[N:8]1.C(COC)[O:20]C>>[NH:10]1[C:11]([C:12]2[CH:13]=[C:14]([CH:16]=[CH:17][CH:18]=2)[NH:15][C:1](=[O:5])[C:2]([OH:20])=[O:3])=[N:7][N:8]=[N:9]1. Reported procedure: Oxalyl chloride (12 g) was dissolved in 50 ml of anhydrous dimethoxyethane and a solution of 3-(1H-tetrazol-5-yl)aniline (5 g) in 250 ml of anhydrous dimethoxyethane was dropwise added to the solution obtained above over 3 hours at room temperature while stirring. Insolubles were removed by filtering the solution, then 50 ml of water was gradually added to the reaction mixture under ice cooling and stirring was continued for one hour at room temperature. Then, 500 ml of ethyl acetate was added t... Reactants: COCCCCCOC1CCN(CC1)C1=CC=C(C=C1)C1=NN2C(S1)=NC(=C2)C2=CC=C(C(=O)O)C=C2 (4-[2-[4-[4-(5-methoxypentyloxy)-piperidin-1-yl]phenyl]imidazo[2,1-b][1,3,4]thiadiazol-6-yl]benzoic acid), ON1N=NC2=C1C=CC=C2 (1-hydroxybenzotriazole), Cl.C(C)N=C=NCCCN(C)C (1-ethyl-3-(3′-dimethylaminopropyl)carbodiimide hydrochloride). Run in ClCCl (dichloromethane). Run at time 8 hour. Yields the product N1(N=NC2=C1C=CC=C2)OC(C2=CC=C(C=C2)C=2N=C1SC(=NN1C2)C2=CC=C(C=C2)N2CCC(CC2)OCCCCCOC)=O (4-[2-[4-[4-(5-methoxypentyloxy)piperidin-1-yl]phenyl]imidazo-[2,1-b][1,3,4]thiadiazol-6-yl]benzoic acid benzotriazol-1-yl ester). Isolated yield 80.4%. Reaction SMILES: [CH3:1][O:2][CH2:3][CH2:4][CH2:5][CH2:6][CH2:7][O:8][CH:9]1[CH2:14][CH2:13][N:12]([C:15]2[CH:20]=[CH:19][C:18]([C:21]3[S:25][C:24]4=[N:26][C:27]([C:29]5[CH:37]=[CH:36][C:32]([C:33]([OH:35])=[O:34])=[CH:31][CH:30]=5)=[CH:28][N:23]4[N:22]=3)=[CH:17][CH:16]=2)[CH2:11][CH2:10]1.O[N:39]1[C:43]2[CH:44]=[CH:45][CH:46]=[CH:47][C:42]=2[N:41]=[N:40]1.Cl.C(N=C=NCCCN(C)C)C>ClCCl>[N:39]1([O:34][C:33](=[O:35])[C:32]2[CH:31]=[CH:30][C:29]([C:27]3[N:26]=[C:24]4[N:23]([CH:28]=3)[N:22]=[C:21]([C:18]3[CH:17]=[CH:16][C:15]([N:12]5[CH2:11][CH2:10][CH:9]([O:8][CH2:7][CH2:6][CH2:5][CH2:4][CH2:3][O:2][CH3:1])[CH2:14][CH2:13]5)=[CH:20][CH:19]=3)[S:25]4)=[CH:37][CH:36]=2)[C:43]2[CH:44]=[CH:45][CH:46]=[CH:47][C:42]=2[N:41]=[N:40]1 |f:2.3|. Procedure details: To a solution of 4-[2-[4-[4-(5-methoxypentyloxy)-piperidin-1-yl]phenyl]imidazo[2,1-b][1,3,4]thiadiazol-6-yl]benzoic acid (1.28 g) and 1-hydroxybenzotriazole (465 mg) in dichloromethane (50 ml) was added 1-ethyl-3-(3′-dimethylaminopropyl)carbodiimide hydrochloride (WSCD.HCl) (943 mg), and the mixture was stirred overnight at ambient temperature. The reaction mixture was evaporated in vacuo. To the resulting precipitate was added water (50 ml) and filtered. The precipitate was washed with water an... Starting materials: CS(=O)(=O)C=1C=C(C=CC1OC)N1CCNCC1 (1-(3-Methanesulfonyl-4-methoxy-phenyl)-piperazine), C(CCC)Br (n-Bu-Br). Yields the product C(CCC)N1CCN(CC1)C1=CC(=C(C=C1)OC)S(=O)(=O)C (1-Butyl-4-(3-Methanesulfonyl-4-methoxy-phenyl)-piperazine). RXN SMILES: [CH3:1][S:2]([C:5]1[CH:6]=[C:7]([N:13]2[CH2:18][CH2:17][NH:16][CH2:15][CH2:14]2)[CH:8]=[CH:9][C:10]=1[O:11][CH3:12])(=[O:4])=[O:3].[CH2:19](Br)[CH2:20][CH2:21][CH3:22]>>[CH2:19]([N:16]1[CH2:15][CH2:14][N:13]([C:7]2[CH:8]=[CH:9][C:10]([O:11][CH3:12])=[C:5]([S:2]([CH3:1])(=[O:3])=[O:4])[CH:6]=2)[CH2:18][CH2:17]1)[CH2:20][CH2:21][CH3:22]. Procedure: Beginning with 1-(3-Methanesulfonyl-4-methoxy-phenyl)-piperazine and n-Bu-Br, the title compound was recovered by the procedure described in Example 2; MS m/z (rel. intensity, 70 eV)) 326 (M+, 32), 284 (16), 283 (bp), 70 (58), 56 (23). The reactants are CC(C)O, CC(C)(C)C(=O)C(Oc1ccc(Cl)cc1)n1cncn1. Product: CC(C)(C)C(O)C(Oc1ccc(Cl)cc1)n1cncn1. RXN SMILES: [CH:21]([OH:22])([CH3:23])[CH3:24].[Cl:1][c:2]1[cH:3][cH:4][c:5]([O:6][CH:7]([C:8]([C:9]([CH3:10])([CH3:11])[CH3:12])=[O:13])[n:14]2[n:15][cH:16][n:17][cH:18]2)[cH:19][cH:20]1>>[Cl:1][c:2]1[cH:3][cH:4][c:5]([O:6][CH:7]([CH:8]([C:9]([CH3:10])([CH3:11])[CH3:12])[OH:13])[n:14]2[n:15][cH:16][n:17][cH:18]2)[cH:19][cH:20]1. Reactants: NCC(O)C1=CC(=CC=C1)Cl (2-amino-1-(3-chlorophenyl)ethanol), C(#N)[BH3-].[Na+] (sodium cyanoborohydride), O=C(COC1=C(C=CC=C1)CC(=O)OC)C (methyl 2-(2-oxopropoxy)phenylacetate), C1=CC=CC=C1 (benzene). Run in CO (methanol). Yields the product COC(=O)CC1=C(OCC(C)NCC(O)C2=CC(=CC=C2)Cl)C=CC=C1 (2-[2-(2-Methoxycarbonylmethylphenoxy)-1-methylethyl]amino-1-(3-chlorophenyl)ethanol). The yield is 70.4%. Reaction SMILES: [NH2:1][CH2:2][CH:3]([C:5]1[CH:10]=[CH:9][CH:8]=[C:7]([Cl:11])[CH:6]=1)[OH:4].O=[C:13]([CH3:27])[CH2:14][O:15][C:16]1[CH:21]=[CH:20][CH:19]=[CH:18][C:17]=1[CH2:22][C:23]([O:25][CH3:26])=[O:24].C1C=CC=CC=1.C([BH3-])#N.[Na+]>CO>[CH3:26][O:25][C:23]([CH2:22][C:17]1[CH:18]=[CH:19][CH:20]=[CH:21][C:16]=1[O:15][CH2:14][CH:13]([NH:1][CH2:2][CH:3]([C:5]1[CH:10]=[CH:9][CH:8]=[C:7]([Cl:11])[CH:6]=1)[OH:4])[CH3:27])=[O:24] |f:3.4|. Procedure details: Following a procedure similar to that described in Example 6, but using 2 g of 2-amino-1-(3-chlorophenyl)ethanol (prepared as described in Preparation 8), 3.11 g of methyl 2-(2-oxopropoxy)phenylacetate (prepared as described in Preparation 18), 70 ml of benzene, 60 ml of absolute methanol and 2.5 g of sodium cyanoborohydride, 3.1 g of the title compound were obtained having an Rf=0.30 (thin layer chromatography over silica gel, using ethyl acetate as the developing solvent).